Task: describe an organic reaction: reactants, conditions, products, and yield. Dataset: the Open Reaction Database (ORD), a public repository of structured organic reaction records Reactants: OBO, CCNC(=O)c1noc(-c2cc(Cl)c(OCc3ccccc3)cc2OCc2ccccc2)c1Br, Clc1ccccc1. The product is CCNC(=O)c1noc(-c2cc(Cl)c(OCc3ccccc3)cc2OCc2ccccc2)c1-c1cccc(Cl)c1. Reaction SMILES: [BH:35]([OH:36])[OH:37].[CH2:1]([CH3:2])[NH:3][C:4](=[O:5])[c:6]1[n:7][o:8][c:9](-[c:12]2[c:13]([O:27][CH2:28][c:29]3[cH:30][cH:31][cH:32][cH:33][cH:34]3)[cH:14][c:15]([O:19][CH2:20][c:21]3[cH:22][cH:23][cH:24][cH:25][cH:26]3)[c:16]([Cl:18])[cH:17]2)[c:10]1[Br:11].[Cl:38][c:39]1[cH:40][cH:41][cH:42][cH:43][cH:44]1>>[CH2:1]([CH3:2])[NH:3][C:4](=[O:5])[c:6]1[n:7][o:8][c:9](-[c:12]2[c:13]([O:27][CH2:28][c:29]3[cH:30][cH:31][cH:32][cH:33][cH:34]3)[cH:14][c:15]([O:19][CH2:20][c:21]3[cH:22][cH:23][cH:24][cH:25][cH:26]3)[c:16]([Cl:18])[cH:17]2)[c:10]1-[c:43]1[cH:42][cH:41][cH:40][c:39]([Cl:38])[cH:44]1. Starting materials: COC=1C=C2C(N=C(N(C2=CC1)C)C1=CC=CC=C1)=O (6-Methoxy-1-methyl-2-phenyl-1H-quinazolin-4-one), COC=1C=CC(=CC1)P2(=S)SP(=S)(S2)C=3C=CC(=CC3)OC (Lawesson's reagent). Solvent: C1(=CC=CC=C1)C (toluene). Run at time 3 hour. Product: COC=1C=C2C(N=C(N(C2=CC1)C)C1=CC=CC=C1)=S (6-Methoxy-1-methyl-2-phenyl-1H-quinazolin-4-thione). RXN SMILES: [CH3:1][O:2][C:3]1[CH:4]=[C:5]2[C:10](=[CH:11][CH:12]=1)[N:9]([CH3:13])[C:8]([C:14]1[CH:19]=[CH:18][CH:17]=[CH:16][CH:15]=1)=[N:7][C:6]2=O.COC1C=CC(P2(SP(C3C=CC(OC)=CC=3)(=S)S2)=[S:30])=CC=1>C1(C)C=CC=CC=1>[CH3:1][O:2][C:3]1[CH:4]=[C:5]2[C:10](=[CH:11][CH:12]=1)[N:9]([CH3:13])[C:8]([C:14]1[CH:19]=[CH:18][CH:17]=[CH:16][CH:15]=1)=[N:7][C:6]2=[S:30]. Reported procedure: 1.20 g (4.51 mmol) 6-Methoxy-1-methyl-2-phenyl-1H-quinazolin-4-one and 1.82 g (4.50 mmol) Lawesson's reagent (C14H14O2P2S4, Fluka) were dissolved in 20 ml toluene. The reaction mixture was boiled for 3 h. After evaporation the residue was further purified by column chromatography with silica, eluent dichloromethane/acetone 95/5. The reactants are SCCO (2-mercaptoethanol), Cl.ClCC=1C=NC=CC1 (3-chloromethylpyridine hydrochloride). Run in [O-]CC.[Na+] (sodium ethoxide). Product: N1=CC(=CC=C1)CSCCO (2-(3-pyridylmethylthio)ethanol). Yield: 76.8%. Reaction SMILES: [SH:1][CH2:2][CH2:3][OH:4].Cl.Cl[CH2:7][C:8]1[CH:9]=[N:10][CH:11]=[CH:12][CH:13]=1>[O-]CC.[Na+]>[N:10]1[CH:11]=[CH:12][CH:13]=[C:8]([CH2:7][S:1][CH2:2][CH2:3][OH:4])[CH:9]=1 |f:1.2,3.4|. Procedure: A stirred solution of sodium ethoxide (4.6 g of sodium in 100 ml ethanol) was treated with 2-mercaptoethanol (7.8 g, 0.1 mol) followed by 3-chloromethylpyridine hydrochloride (16.4 g, 0.1 mol). The mixture was then refluxed under argon for 3.5 hours, filtered and evaporated in vacuo and the residue purified by flash chromatography on silica, eluting with 3% methanol in ethyl acetate, to give 2-(3-pyridylmethylthio)ethanol (13 g), as a yellow oil; Starting materials: COC1=CC=C(C=C1)C(CC)=O (1(4-methoxyphenyl)-1-oxopropane), BrCC(=O)OC (methyl bromoacetate), C(C)(C)NC(C)C (diisopropylamine), C(CCC)[Li] (n-butyllithium), Cl (HCl). Solvent: C1CCOC1 (THF), C1CCOC1 (THF), O (water). Conditions: temperature -78 celsius, time 30 minute. Product: COC1=CC=C(C=C1)C(C(CC(=O)OC)C)=O (Methyl 4-methoxy-gamma-oxo-beta-methylbenzenebutanoate). Reaction SMILES: C(NC(C)C)(C)C.C([Li])CCC.[CH3:13][O:14][C:15]1[CH:20]=[CH:19][C:18]([C:21](=[O:24])[CH2:22][CH3:23])=[CH:17][CH:16]=1.Br[CH2:26][C:27]([O:29][CH3:30])=[O:28].Cl>C1COCC1.O>[CH3:13][O:14][C:15]1[CH:20]=[CH:19][C:18]([C:21](=[O:24])[CH:22]([CH3:23])[CH2:26][C:27]([O:29][CH3:30])=[O:28])=[CH:17][CH:16]=1. Procedure details: A solution of diisopropylamine (5.1 ml) in anhydrous THF (90 ml) at 0° C. is treated under N2 atmosphere with n-butyllithium (1.6 M, 22 ml) for 20 minutes. The mixture was cooled to -78° C., and a solution of 1(4-methoxyphenyl)-1-oxopropane (5 g) in anhydrous THF (40 ml) is added. The mixture was stirred 30 minutes at -78° C., then methyl bromoacetate (3.05 ml) was added dropwise and then mixture was warmed to ambient temperature over 2 hours. After stirring 18 hours at room temperature the mixt... Starting materials: C(C)(=O)C=1C=C(C#N)C=CC1 (3-acetylbenzonitrile), N=1NC(C=CC1)=O (pyridazinone). The product is O=C1C=CC(=NN1)C=1C=C(C#N)C=CC1 (3-(6-Oxo-1,6-dihydropyridazin-3-yl)benzonitrile). Reaction SMILES: [C:1]([C:4]1[CH:5]=[C:6]([CH:9]=[CH:10][CH:11]=1)[C:7]#[N:8])(=O)[CH3:2].[N:12]1[NH:13][C:14](=[O:18])[CH:15]=CC=1>>[O:18]=[C:14]1[NH:13][N:12]=[C:1]([C:4]2[CH:5]=[C:6]([CH:9]=[CH:10][CH:11]=2)[C:7]#[N:8])[CH:2]=[CH:15]1. Procedure: 7.3 g of 3-acetylbenzonitrile are converted into the pyridazinone in accordance with GWP 1. Reactants: C1CCN2C(=CC=C12)C(=O)Cl (2,3-dihydro-1H-pyrrolizine-5-carbonyl chloride), resultant mixture, CC1=CN2CCC(C2=C1C(=O)OCC)C(=O)OCC (diethyl 6-methyl-2,3-dihydro-1H-pyrrolizine-1,7-dicarboxylate), stannic chloride. Run in C(Cl)Cl (methylene chloride), C(Cl)Cl (methylene chloride). Yields the product C1CCN2C(=CC=C12)C(=O)C=1N2CCC(C2=C(C1C)C(=O)OCC)C(=O)OCC (diethyl 5-(2,3-dihydro-1H-pyrrolizin-5-oyl)-6-methyl-2,3-dihydro-1H-pyrrolizine-1,7-dicarboxylate). As a reaction SMILES: [CH3:1][C:2]1[C:9]([C:10]([O:12][CH2:13][CH3:14])=[O:11])=[C:8]2[N:4]([CH2:5][CH2:6][CH:7]2[C:15]([O:17][CH2:18][CH3:19])=[O:16])[CH:3]=1.[CH2:20]1[C:27]2[N:23]([C:24]([C:28](Cl)=[O:29])=[CH:25][CH:26]=2)[CH2:22][CH2:21]1>C(Cl)Cl>[CH2:20]1[C:27]2[N:23]([C:24]([C:28]([C:3]3[N:4]4[C:8](=[C:9]([C:10]([O:12][CH2:13][CH3:14])=[O:11])[C:2]=3[CH3:1])[CH:7]([C:15]([O:17][CH2:18][CH3:19])=[O:16])[CH2:6][CH2:5]4)=[O:29])=[CH:25][CH:26]=2)[CH2:22][CH2:21]1. Procedure: To an ice-bath cooled solution of diethyl 6-methyl-2,3-dihydro-1H-pyrrolizine-1,7-dicarboxylate (2.0 g, 0.0075 m) in methylene chloride (25 ml) was added stannic chloride (2.6 ml, 0.0225 m) all at once. A solution of 2,3-dihydro-1H-pyrrolizine-5-carbonyl chloride (1.1 g, 0.0075 m) in methylene chloride (10 ml) was then added dropwise, and the resultant mixture stirred cold for two hours, then at ambient temperatures overnight. The reaction mixture was then quenched with excess ice-H2O and ether,... Starting materials: [OH-].[K+] (KOH), ClC1=CC=2C3=C(N(C2C=C1)CC(C)(O)C1=CC=C(C=C1)F)CCN(CC3)C (1-(9-Chloro-3-methyl-2,3,4,5-tetrahydroazepino[4,5-b]indol-6(1H)-yl)-2-(4-fluorophenyl)propan-2-ol), OS(=O)(=O)O (H2SO4). The solvent is O (water). Reaction conditions: temperature 90 celsius, time 3 hour. Product: ClC1=CC=2C3=C(N(C2C=C1)\C=C(/C)\C1=CC=C(C=C1)F)CCN(CC3)C (9-chloro-6-((E)-2-(4-fluorophenyl)prop-1-enyl)-1,2,3,4,5,6-hexahydro-3-methylazepino[4,5-b]indole), product. Reaction SMILES: [Cl:1][C:2]1[CH:10]=[CH:9][C:8]2[N:7]([CH2:11][C:12]([C:15]3[CH:20]=[CH:19][C:18]([F:21])=[CH:17][CH:16]=3)(O)[CH3:13])[C:6]3[CH2:22][CH2:23][N:24]([CH3:27])[CH2:25][CH2:26][C:5]=3[C:4]=2[CH:3]=1.OS(O)(=O)=O.[OH-].[K+]>O>[Cl:1][C:2]1[CH:10]=[CH:9][C:8]2[N:7](/[CH:11]=[C:12](/[C:15]3[CH:20]=[CH:19][C:18]([F:21])=[CH:17][CH:16]=3)\[CH3:13])[C:6]3[CH2:22][CH2:23][N:24]([CH3:27])[CH2:25][CH2:26][C:5]=3[C:4]=2[CH:3]=1 |f:2.3|. Procedure: The title compound was prepared by following general procedure 6. 1-(9-Chloro-3-methyl-2,3,4,5-tetrahydroazepino[4,5-b]indol-6(1H)-yl)-2-(4-fluorophenyl)propan-2-ol (100 mg, 0.259 mmol) was taken into 2.0 mL of 25% H2SO4 in water, and stirred at 90° C. for 3 h. The reaction was monitored by TLC and LCMS. The reaction mixture was cooled and basified with aq. KOH solution and extracted with ethyl acetate. The organic layer was dried over anhydrous sodium sulfate and evaporated under reduced pressu...